This data is from the Open Reaction Database (ORD), a public repository of structured organic reaction records. The task is: describe an organic reaction: reactants, conditions, products, and yield Reactants: C(CN)N (ethane-1,2-diamine), N1=CC=CC=C1 (pyridine), ClC1=C(C=CC=C1)N1C(=NNC1=O)C1=CC2=C(C3=C(OCC2)C=C(C=C3)C(=O)Cl)S1 (2-(4-(2-chlorophenyl)-5-oxo-4,5-dihydro-1H-1,2,4-triazol-3-yl)-4,5-dihydrobenzo[b]thieno[2,3-d]oxepine-8-carbonyl chloride). Solvent: C1CCOC1 (THF), C1CCOC1 (THF), O (water). Reaction conditions: time 8 hour. Product: NCCNC(=O)C=1C=CC2=C(OCCC3=C2SC(=C3)C3=NNC(N3C3=C(C=CC=C3)Cl)=O)C1 (N-(2-aminoethyl)-2-(4-(2-chlorophenyl)-5-oxo-4,5-dihydro-1H-1,2,4-triazol-3-yl)-4,5-dihydrobenzo[b]thieno[2,3-d]oxepine-8-carboxamide). Yield: 15.0%. RXN SMILES: [CH2:1]([NH2:4])[CH2:2][NH2:3].N1C=CC=CC=1.[Cl:11][C:12]1[CH:17]=[CH:16][CH:15]=[CH:14][C:13]=1[N:18]1[C:22](=[O:23])[NH:21][N:20]=[C:19]1[C:24]1[S:40][C:27]2[C:28]3[CH:36]=[CH:35][C:34]([C:37](Cl)=[O:38])=[CH:33][C:29]=3[O:30][CH2:31][CH2:32][C:26]=2[CH:25]=1>C1COCC1.O>[NH2:3][CH2:2][CH2:1][NH:4][C:37]([C:34]1[CH:35]=[CH:36][C:28]2[C:27]3[S:40][C:24]([C:19]4[N:18]([C:13]5[CH:14]=[CH:15][CH:16]=[CH:17][C:12]=5[Cl:11])[C:22](=[O:23])[NH:21][N:20]=4)=[CH:25][C:26]=3[CH2:32][CH2:31][O:30][C:29]=2[CH:33]=1)=[O:38]. Procedure: To a solution of ethane-1,2-diamine (82 mg, 1.36 mmol) and pyridine (0.5 mL) in 5 mL of THF was slowly added 2-(4-(2-chlorophenyl)-5-oxo-4,5-dihydro-1H-1,2,4-triazol-3-yl)-4,5-dihydrobenzo[b]thieno[2,3-d]oxepine-8-carbonyl chloride (ca. 417 mg, ca. 0.91 mmol) in 20 mL of THF at 0° C. The mixture was stirred at room temperature overnight, diluted with water and purified by preparative HPLC to afford 66 mg of 533, isolated yield: 20%. ESI-MS: 482. 1H NMR (DMSO-d6, 400 MHz): δ 8.74 (s, 1H, NH), 8.3... Reported procedure: To a mixture of 0.5 g of [[5-[[3-(4-acetyl-3-hydroxy-2-propylphenoxy)propyl]thio]-1,3,4-thiadiazol-2-yl]thio]acetic acid obtained in example 22, 0.23 g of dicyclohexylcarbodiimide, 0.14 g of 1-hydroxybenzotriazole, and 50 ml of tetrahydrofuran was added a mixture of 0.27 g of N-methylhydroxylamine.hydrochloride, 0.3 g of triethylamine, and 5 ml of N,N-dimethylformamide and the resultant mixture was stirred overnight at room temperature. Then, insoluble matters were filtered off and the filtrate ... Yield: 36.8%. The product is C(C)(=O)C1=C(C(=C(OCCCSC2=NN=C(S2)SCC(=O)N(C)O)C=C1)CCC)O (2-[[5-[[3-(4-acetyl-3-hydroxy-2-propylphenoxy)propyl]thio]-1,3,4-thiadiazol-2-yl]thio]-N-hydroxy-N-methylacetamide). Reaction SMILES: [C:1]([C:4]1[CH:24]=[CH:23][C:7]([O:8][CH2:9][CH2:10][CH2:11][S:12][C:13]2[S:17][C:16]([S:18][CH2:19][C:20](O)=[O:21])=[N:15][N:14]=2)=[C:6]([CH2:25][CH2:26][CH3:27])[C:5]=1[OH:28])(=[O:3])[CH3:2].C1(N=C=NC2CCCCC2)CCCCC1.[OH:44][N:45]1[C:49]2C=CC=CC=2N=N1.Cl.CNO>C(OCC)(=O)C.CN(C)C=O.C(N(CC)CC)C.O1CCCC1>[C:1]([C:4]1[CH:24]=[CH:23][C:7]([O:8][CH2:9][CH2:10][CH2:11][S:12][C:13]2[S:17][C:16]([S:18][CH2:19][C:20]([N:45]([OH:44])[CH3:49])=[O:21])=[N:15][N:14]=2)=[C:6]([CH2:25][CH2:26][CH3:27])[C:5]=1[OH:28])(=[O:3])[CH3:2] |f:3.4|. Reactants: C(C)(=O)C1=C(C(=C(OCCCSC2=NN=C(S2)SCC(=O)O)C=C1)CCC)O ([[5-[[3-(4-acetyl-3-hydroxy-2-propylphenoxy)propyl]thio]-1,3,4-thiadiazol-2-yl]thio]acetic acid), C1(CCCCC1)N=C=NC1CCCCC1 (dicyclohexylcarbodiimide), ON1N=NC2=C1C=CC=C2 (1-hydroxybenzotriazole), Cl.CNO (N-methylhydroxylamine.hydrochloride), resultant mixture. Run in O1CCCC1 (tetrahydrofuran), CN(C=O)C (N,N-dimethylformamide), C(C)N(CC)CC (triethylamine), C(C)(=O)OCC (ethyl acetate), C(C)(=O)OCC (ethyl acetate). Procedure details: Piperidine-3-carboxylic acid [4-phenyl-1-(3-phenyl-propyl)-butyl]-amide (13) (150 mg; 0.4 mmol) is dissolved in isopropanol (10 mL) at ambient temperature. tert-Butyl[S-(R*, R*)]-(−)-(1-oxiranyl)-2-phenylethyl)carbamate (104.4 mg; 0.4 mmol) is added, then the mixture is heated to 70° C. and maintained for 18 hours. After cooling to ambient temperature, the solution is concentrated in vacuo at 40° C. The residue is purified via silica gel chromatography with gradient elution (1%→20% methanol in m... The reactants are C1(=CC=CC=C1)CCCC(CCCC1=CC=CC=C1)NC(=O)C1CNCCC1 (piperidine-3-carboxylic acid [4-phenyl-1-(3-phenyl-propyl)-butyl]-amide), C(C)(C)O (isopropanol), C(N)([O-])=O (carbamate). Product: C(C)(C)(C)OC(NC(C(CN1CC(CCC1)C(NC(CCCC1=CC=CC=C1)CCCC1=CC=CC=C1)=O)O)CC1=CC=CC=C1)=O ((1-benzyl-2-hydroxy-3-{3-[4-phenyl-1-(3-phenyl-propyl)-butylcarbamoyl]-piperidine-1-yl}-propyl)-carbamic acid tert-butyl ester). Reaction SMILES: [C:1]1([CH2:7][CH2:8][CH2:9][CH:10]([NH:20][C:21]([CH:23]2[CH2:28][CH2:27][CH2:26][NH:25][CH2:24]2)=[O:22])[CH2:11][CH2:12][CH2:13][C:14]2[CH:19]=[CH:18][CH:17]=[CH:16][CH:15]=2)[CH:6]=[CH:5][CH:4]=[CH:3][CH:2]=1.[C:29](=[O:32])([O-:31])[NH2:30].[CH:33]([OH:36])([CH3:35])[CH3:34]>>[C:14]([O:32][C:29](=[O:31])[NH:30][CH:34]([CH2:7][C:1]1[CH:6]=[CH:5][CH:4]=[CH:3][CH:2]=1)[CH:33]([OH:36])[CH2:35][N:25]1[CH2:26][CH2:27][CH2:28][CH:23]([C:21](=[O:22])[NH:20][CH:10]([CH2:11][CH2:12][CH2:13][C:14]2[CH:19]=[CH:18][CH:17]=[CH:16][CH:15]=2)[CH2:9][CH2:8][CH2:7][C:1]2[CH:2]=[CH:3][CH:4]=[CH:5][CH:6]=2)[CH2:24]1)([CH3:19])([CH3:13])[CH3:15]. Run at temperature 70 celsius. Starting materials: CC(C)(C)OC(=O)CC(C=O)NS(=O)(=O)c1ccc(C(N)=O)cc1OCCc1cccc2ncccc12, ClCCl, O, O=C(O)C(F)(F)F. Yields the product NC(=O)c1ccc(S(=O)(=O)NC(C=O)CC(=O)O)c(OCCc2cccc3ncccc23)c1. RXN SMILES: [C:1]([CH3:2])([CH3:3])([CH3:4])[O:5][C:6]([CH2:7][CH:8]([CH:9]=[O:10])[NH:11][S:12](=[O:13])(=[O:14])[c:15]1[c:16]([O:24][CH2:25][CH2:26][c:27]2[c:28]3[cH:29][cH:30][cH:31][n:32][c:33]3[cH:34][cH:35][cH:36]2)[cH:17][c:18]([C:21]([NH2:22])=[O:23])[cH:19][cH:20]1)=[O:37].[Cl:45][CH2:46][Cl:47].[OH2:48].[OH:38][C:39]([C:40]([F:41])([F:42])[F:43])=[O:44]>>[O:5]=[C:6]([CH2:7][CH:8]([CH:9]=[O:10])[NH:11][S:12](=[O:13])(=[O:14])[c:15]1[c:16]([O:24][CH2:25][CH2:26][c:27]2[c:28]3[cH:29][cH:30][cH:31][n:32][c:33]3[cH:34][cH:35][cH:36]2)[cH:17][c:18]([C:21]([NH2:22])=[O:23])[cH:19][cH:20]1)[OH:37]. The reactants are BrC1=NC=C(C=C1)C (2-Bromo-5-methylpyridine), NC1CCN(CC1)C(=O)OCC (ethyl 4-amino-1-piperidinecarboxylate), C1(=CC=CC=C1)P(CCCP(C1=CC=CC=C1)C1=CC=CC=C1)C1=CC=CC=C1 (1,3-bis(diphenylphosphino)propane), CC(C)([O-])C.[Na+] (sodium tert-butoxide). The reagents and catalysts are C=1C=CC(=CC1)/C=C/C(=O)/C=C/C2=CC=CC=C2.C=1C=CC(=CC1)/C=C/C(=O)/C=C/C2=CC=CC=C2.C=1C=CC(=CC1)/C=C/C(=O)/C=C/C2=CC=CC=C2.[Pd].[Pd] (Tris(dibenzylideneacetone)dipalladium). Solvent: C1(=CC=CC=C1)C (toluene), C(C)(=O)OCC (Ethyl acetate). Conditions: temperature 70 celsius, time 4 hour. The product is CC=1C=CC(=NC1)C1CCN(CC1)C(=O)OCC (Ethyl 4-(5-methylpyridin-2-yl)piperidine-1-carboxylate). The yield is 82.0%. As a reaction SMILES: Br[C:2]1[CH:7]=[CH:6][C:5]([CH3:8])=[CH:4][N:3]=1.C1(P(C2C=CC=CC=2)CCCP(C2C=CC=CC=2)C2C=CC=CC=2)C=CC=CC=1.CC(C)([O-])C.[Na+].N[CH:45]1[CH2:50][CH2:49][N:48]([C:51]([O:53][CH2:54][CH3:55])=[O:52])[CH2:47][CH2:46]1>C1(C)C=CC=CC=1.C1C=CC(/C=C/C(/C=C/C2C=CC=CC=2)=O)=CC=1.C1C=CC(/C=C/C(/C=C/C2C=CC=CC=2)=O)=CC=1.C1C=CC(/C=C/C(/C=C/C2C=CC=CC=2)=O)=CC=1.[Pd].[Pd].C(OCC)(=O)C>[CH3:8][C:5]1[CH:6]=[CH:7][C:2]([CH:45]2[CH2:50][CH2:49][N:48]([C:51]([O:53][CH2:54][CH3:55])=[O:52])[CH2:47][CH2:46]2)=[N:3][CH:4]=1 |f:2.3,6.7.8.9.10|. Procedure: 2-Bromo-5-methylpyridine (8.56 g), 1,3-bis(diphenylphosphino)propane (4.10 g) and sodium tert-butoxide (6.69 g) were suspended in toluene (500 mL), to which was added ethyl 4-amino-1-piperidinecarboxylate (10.28 g). Tris(dibenzylideneacetone)dipalladium (3.19 g) was added to the suspension, and it was stirred at 70° C. for 4 hours. Ethyl acetate was added to the reaction solution, and then, it was washed with saturated aqueous sodium chloride solution, and dried (MgSO4). The solvent was distille... Reactants: BrCC(CC)CC (1-bromo-2-ethylbutane), BrC=1C=C2C=CNC2=CC1 (5-bromoindole). The product is BrC=1C=C2C=CN(C2=CC1)CC(CC)CC (5-Bromo-1-(2-ethylbutyl)-1H-indole), product. The yield is 62.0%. As a reaction SMILES: Br[CH2:2][CH:3]([CH2:6][CH3:7])[CH2:4][CH3:5].[Br:8][C:9]1[CH:10]=[C:11]2[C:15](=[CH:16][CH:17]=1)[NH:14][CH:13]=[CH:12]2>>[Br:8][C:9]1[CH:10]=[C:11]2[C:15](=[CH:16][CH:17]=1)[N:14]([CH2:2][CH:3]([CH2:6][CH3:7])[CH2:4][CH3:5])[CH:13]=[CH:12]2. Reported procedure: The title compound was prepared from 1-bromo-2-ethylbutane (14.14 mL, 101 mmol) and 5-bromoindole (20 g, 101 mmol) in substantially the same manner, as described in Step 1 of Example 25. The product (17.78 g, 62%) was obtained as a colorless oil. Mass spectrum (ESI, [M+H]+) m/z 280. 1 HNMR (400 MHz, DMSO-d6): δ 7.71 (d, 1H, J=1.83 Hz), 7.43-7.39 (m, 2H), 7.21 (dd, 2H, J=8.72 and 1.99 Hz), 6.41 (d, 1H, J=2.90 Hz), 4.04 (d, 2H, J=7.48 Hz), 1.76 (hep, 1H), 1.21 (p, 4H), and 0.82 ppm (t, 6H).